Dataset: the Open Reaction Database (ORD), a public repository of structured organic reaction records. Task: describe an organic reaction: reactants, conditions, products, and yield Reactants: bis-(dibenzylideneacetone)-palladium(O), CC1=C(C(=O)Cl)C=C(C=C1)[N+](=O)[O-] (2-methyl-5-nitrobenzoyl chloride), C(C=C)#N (acrylonitrile), C(C)C(CN(CC(CCCC)CC)CC(CCCC)CC)CCCC (tris-(2-ethylhexyl)-amine). The solvent is C1(CCCC1)=O (cyclopentanone). The product is CC1=C(C=CC#N)C=C(C=C1)[N+](=O)[O-] (2-methyl-5-nitrocinnamonitrile). Yield: 22.3%. Reaction SMILES: [CH3:1][C:2]1[CH:10]=[CH:9][C:8]([N+:11]([O-:13])=[O:12])=[CH:7][C:3]=1[C:4](Cl)=O.[C:14](#[N:17])[CH:15]=C.C(C(CCCC)CN(CC(CC)CCCC)CC(CC)CCCC)C>C1(=O)CCCC1>[CH3:1][C:2]1[CH:10]=[CH:9][C:8]([N+:11]([O-:13])=[O:12])=[CH:7][C:3]=1[CH:4]=[CH:15][C:14]#[N:17]. Procedure details: 0.2877 g (0.5 millimol) of bis-(dibenzylideneacetone)-palladium(O), 9.98 g (50 millimols) of 2-methyl-5-nitrobenzoyl chloride, 3.31 g (62.5 millimols) of acrylonitrile and 17.68 g (50 millimols) of tris-(2-ethylhexyl)-amine, in 100 ml of cyclopentanone, are stirred for 1.5 hours at 100° C. The crude product is chromatographed on silica gel, in methylene chloride, and is then recrystallised from cyclohexane/carbon tetrachloride. 2.1 g (24% of theory) of 2-methyl-5-nitrocinnamonitrile are obtained... The yield is 66.4%. Yields the product C(C=C)N1N(C2=NC(=NC=C2C1=O)NC1=CC(=C(C=C1)N1CCN(CC1)C)CO)C1=NC=CC=C1 (2-allyl-6-{[3-hydroxymethyl-4-(4-methylpiperazin-1-yl)phenyl]amino}-1-pyridin-2-yl-1,2-dihydro-3H-pyrazolo[3,4-d]pyrimidin-3-one). Starting materials: ClC1=CC(=CC=C1)C(=O)OO (m-chloroperbenzoic acid), C(C=C)N1N(C2=NC(=NC=C2C1=O)SC)C1=NC=CC=C1 (2-allyl-6-(methylthio)-1-pyridin-2-yl-3H-pyrazolo[3,4-d]pyrimidin-3one), C(O)([O-])=O.[Na+] (sodium hydrogencarbonate), C(C)(C)N(C(C)C)CC (N,N-diisopropylethylamine), NC=1C=CC(=C(C1)CO)N1CCN(CC1)C ([5-amino-2-(4-methylpiperazin-1-yl)phenyl]methanol). Run at time 30 minute. As a reaction SMILES: ClC1C=CC=C(C(OO)=O)C=1.[CH2:12]([N:15]1[C:23](=[O:24])[C:22]2[C:17](=[N:18][C:19](SC)=[N:20][CH:21]=2)[N:16]1[C:27]1[CH:32]=[CH:31][CH:30]=[CH:29][N:28]=1)[CH:13]=[CH2:14].C(N(CC)C(C)C)(C)C.[NH2:42][C:43]1[CH:44]=[CH:45][C:46]([N:51]2[CH2:56][CH2:55][N:54]([CH3:57])[CH2:53][CH2:52]2)=[C:47]([CH2:49][OH:50])[CH:48]=1.C(=O)([O-])O.[Na+]>O1CCCC1.C1(C)C=CC=CC=1>[CH2:12]([N:15]1[C:23](=[O:24])[C:22]2[C:17](=[N:18][C:19]([NH:42][C:43]3[CH:44]=[CH:45][C:46]([N:51]4[CH2:52][CH2:53][N:54]([CH3:57])[CH2:55][CH2:56]4)=[C:47]([CH2:49][OH:50])[CH:48]=3)=[N:20][CH:21]=2)[N:16]1[C:27]1[CH:32]=[CH:31][CH:30]=[CH:29][N:28]=1)[CH:13]=[CH2:14] |f:4.5|. The solvent is C1(=CC=CC=C1)C (toluene), O1CCCC1 (tetrahydrofuran). Procedure: 796 mg of m-chloroperbenzoic acid (>65%) was added to toluene (20 mL) solution of 898 mg of 2-allyl-6-(methylthio)-1-pyridin-2-yl-3H-pyrazolo[3,4-d]pyrimidin-3one, and stirred for 30 minutes. 1.60 mL of N,N-diisopropylethylamine, 800 mg of [5-amino-2-(4-methylpiperazin-1-yl)phenyl]methanol and 10 mL of tetrahydrofuran were added to the reaction liquid, and stirred overnight. Aqueous saturated sodium hydrogencarbonate solution was added to the reaction liquid, and extracted with a mixed solution ... The reactants are C1CCOC1, COc1ccc(CN2CCN(Cc3ccc([N+](=O)[O-])cn3)CC2(C)C)cc1, CO. The product is COc1ccc(CN2CCN(Cc3ccc(N)cn3)CC2(C)C)cc1. Reaction SMILES: [CH2:30]1[O:31][CH2:32][CH2:33][CH2:34]1.[CH3:1][O:2][c:3]1[cH:4][cH:5][c:6]([CH2:7][N:8]2[C:9]([CH3:24])([CH3:25])[CH2:10][N:11]([CH2:14][c:15]3[n:16][cH:17][c:18]([N+:21]([O-:22])=[O:23])[cH:19][cH:20]3)[CH2:12][CH2:13]2)[cH:26][cH:27]1.[CH3:28][OH:29]>>[CH3:1][O:2][c:3]1[cH:4][cH:5][c:6]([CH2:7][N:8]2[C:9]([CH3:24])([CH3:25])[CH2:10][N:11]([CH2:14][c:15]3[n:16][cH:17][c:18]([NH2:21])[cH:19][cH:20]3)[CH2:12][CH2:13]2)[cH:26][cH:27]1. Reactants: CS(=O)(=O)Cl, CN(C)c1ccncc1, Clc1ccc(-c2n[nH]c(N3CCNCC3)c2-c2ccncc2)cc1, c1ccncc1. The product is CS(=O)(=O)N1CCN(c2n[nH]c(-c3ccc(Cl)cc3)c2-c2ccncc2)CC1. RXN SMILES: [CH3:25][S:26]([Cl:27])(=[O:28])=[O:29].[CH3:30][N:31]([CH3:32])[c:33]1[cH:34][cH:35][n:36][cH:37][cH:38]1.[Cl:1][c:2]1[cH:3][cH:4][c:5](-[c:8]2[n:9][nH:10][c:11]([N:19]3[CH2:20][CH2:21][NH:22][CH2:23][CH2:24]3)[c:12]2-[c:13]2[cH:14][cH:15][n:16][cH:17][cH:18]2)[cH:6][cH:7]1.[cH:39]1[cH:40][cH:41][n:42][cH:43][cH:44]1>>[Cl:1][c:2]1[cH:3][cH:4][c:5](-[c:8]2[nH:9][n:10][c:11]([N:19]3[CH2:20][CH2:21][N:22]([S:26]([CH3:25])(=[O:28])=[O:29])[CH2:23][CH2:24]3)[c:12]2-[c:13]2[cH:14][cH:15][n:16][cH:17][cH:18]2)[cH:6][cH:7]1. Reactants: C1=NC(=CC=2C3=CC=CC=C3NC12)CO (9H-β-carboline-3-methanol), C(C)(=O)OC(C)=O (acetic anhydride). Conditions: time 4 hour. The product is C(C)(=O)OCC=1N=CC=2NC3=CC=CC=C3C2C1 (9H-β-carbolin-3-ylmethyl acetate). RXN SMILES: [CH:1]1[C:13]2[NH:12][C:11]3[C:6](=[CH:7][CH:8]=[CH:9][CH:10]=3)[C:5]=2[CH:4]=[C:3]([CH2:14][OH:15])[N:2]=1.[C:16](OC(=O)C)(=[O:18])[CH3:17]>>[C:16]([O:15][CH2:14][C:3]1[N:2]=[CH:1][C:13]2[NH:12][C:11]3[C:6]([C:5]=2[CH:4]=1)=[CH:7][CH:8]=[CH:9][CH:10]=3)(=[O:18])[CH3:17]. Procedure: A suspension of 9H-β-carboline-3-methanol (99 mg, 0.50 mmol) in acetic anhydride (10 mL) was stirred for 4 hours at room temperature, during which time the starting material dissolved. Removal of the acetic anhydride in vacuo afforded a tan solid (122 mg). Purification by flash chromatography on silica gel with ethyl acetate as the eluent afforded 82 mg (68%) of the title compound. 1H NMR (300 MHz, DMSO-d6) δ9.49 (s, 1H), 8.99 (s, 1H), 8.13 (d, J=8.0, 1H), 8.07 (s, 1H), 7.56-7.61 (m, 2H), 7.26-7... The reactants are IC=1C=CC=2N(C1)N=C(N2)C(CO)(C)C (2-(6-iodo-[1,2,4]triazolo[1,5-a]pyridin-2-yl)-2-methyl-propan-1-ol), C1(=CC=CC=C1)C#C (phenylacetylene). The product is CC(CO)(C)C1=NN2C(C=CC(=C2)C#CC2=CC=CC=C2)=N1 (2-Methyl-2-(6-phenylethynyl-[1,2,4]triazolo[1,5-a]pyridin-2-yl)-propan-1-ol). RXN SMILES: I[C:2]1[CH:3]=[CH:4][C:5]2[N:6]([N:8]=[C:9]([C:11]([CH3:15])([CH3:14])[CH2:12][OH:13])[N:10]=2)[CH:7]=1.[C:16]1([C:22]#[CH:23])[CH:21]=[CH:20][CH:19]=[CH:18][CH:17]=1>>[CH3:14][C:11]([C:9]1[N:10]=[C:5]2[CH:4]=[CH:3][C:2]([C:23]#[C:22][C:16]3[CH:21]=[CH:20][CH:19]=[CH:18][CH:17]=3)=[CH:7][N:6]2[N:8]=1)([CH3:15])[CH2:12][OH:13]. Procedure details: The title compound, a brown solid, MS: m/e=292.0 (M+H+), can be prepared in accordance with the general method of example 1 from 2-(6-iodo-[1,2,4]triazolo[1,5-a]pyridin-2-yl)-2-methyl-propan-1-ol (example 40, step 7) and phenylacetylene. Starting materials: C([O-])(O)=O.[Na+] (sodium bicarbonate), [BH4-].[Li+] (Lithium boranuide), C(C)(C)(C)OC(=O)NC(CF)C1=CC=C(C(=O)OCC)C=C1 (ethyl 4-[1-(tert-butoxycarbonylamino)-2-fluoro-ethyl]benzoate), Cl (hydrogen chloride). Run in O1CCCC1 (tetrahydrofuran). Conditions: temperature 65 celsius. The product is FCC(C1=CC=C(C=C1)CO)NC(OC(C)(C)C)=O (tert-butyl N-[2-fluoro-1-[4-(hydroxymethyl)phenyl]ethyl]carbamate). The yield is 66.8%. RXN SMILES: [BH4-].[Li+].[C:3]([O:7][C:8]([NH:10][CH:11]([C:14]1[CH:24]=[CH:23][C:17]([C:18](OCC)=[O:19])=[CH:16][CH:15]=1)[CH2:12][F:13])=[O:9])([CH3:6])([CH3:5])[CH3:4].Cl.C(=O)(O)[O-].[Na+]>O1CCCC1>[F:13][CH2:12][CH:11]([NH:10][C:8](=[O:9])[O:7][C:3]([CH3:5])([CH3:4])[CH3:6])[C:14]1[CH:15]=[CH:16][C:17]([CH2:18][OH:19])=[CH:23][CH:24]=1 |f:0.1,4.5|. Procedure details: Lithium boranuide (208.9 mg, 9.588 mmol) was added to a stirred solution ethyl 4-[1-(tert-butoxycarbonylamino)-2-fluoro-ethyl]benzoate (1.99 g, 6.392 mmol) in tetrahydrofuran (40 mL) and the reaction warmed to 65° C. for 15 hours. The reaction mixture was cooled to ambient temperature then poured onto crushed ice whilst stirring, 1 M hydrogen chloride solution was added drop wise until no effervescence was observed. The mixture was stirred for 1 hour then saturated aqueous sodium bicarbonate sol... Starting materials: Cl.CON (O-methylhydroxylamine hydrochloride), N1=CC=CC=C1 (pyridine), C(C)(=O)C1=CC=C(CNC2=C(C=CC=3CCN(CCC32)C(C(F)(F)F)=O)Cl)C=C1 (6-(4-acetyl-benzylamino)-7-chloro-3-(2,2,2-trifluoroacetyl)-2,3,4,5-tetrahydro-1H-benzo[d]azepine). Solvent: C(C)O (ethanol). Product: ClC1=C(C2=C(CCN(CC2)C(C(F)(F)F)=O)C=C1)NCC1=CC=C(C=C1)C(C)=NOC (7-chloro-6-[4-(1-methoxyimino-ethyl)-benzylamino]-3-(2,2,2-trifluoroacetyl)-2,3,4,5-tetrahydro-1H-benzo[d]azepine). Isolated yield 82.6%. RXN SMILES: Cl.[CH3:2][O:3][NH2:4].N1C=CC=CC=1.[C:11]([C:14]1[CH:39]=[CH:38][C:17]([CH2:18][NH:19][C:20]2[C:30]3[CH2:29][CH2:28][N:27]([C:31](=[O:36])[C:32]([F:35])([F:34])[F:33])[CH2:26][CH2:25][C:24]=3[CH:23]=[CH:22][C:21]=2[Cl:37])=[CH:16][CH:15]=1)(=O)[CH3:12]>C(O)C>[Cl:37][C:21]1[CH:22]=[CH:23][C:24]2[CH2:25][CH2:26][N:27]([C:31](=[O:36])[C:32]([F:35])([F:33])[F:34])[CH2:28][CH2:29][C:30]=2[C:20]=1[NH:19][CH2:18][C:17]1[CH:16]=[CH:15][C:14]([C:11](=[N:4][O:3][CH3:2])[CH3:12])=[CH:39][CH:38]=1 |f:0.1|. Procedure details: Add O-methylhydroxylamine hydrochloride (10 mg, 0.12 mmol) and pyridine (0.02 mL, 0.24 mmol) to a solution of 6-(4-acetyl-benzylamino)-7-chloro-3-(2,2,2-trifluoroacetyl)-2,3,4,5-tetrahydro-1H-benzo[d]azepine (50 mg, 0.12 mmol) in ethanol (10 mL). Heat the mixture to reflux for 1.5 h. Remove the solvent in vacuo and partition the residue between DCM and 0.1N aqueous HCl. Dry the organic phase over Na2SO4, filter and concentrate in vacuo. Purify by chromatography on silica gel eluting with hexane/...